This data is from the Open Reaction Database (ORD), a public repository of structured organic reaction records. The task is: describe an organic reaction: reactants, conditions, products, and yield The reactants are CCCSc1ncc(CC(=O)O)n1Cc1ccccc1Cl, Cc1ccccc1, [H-], C1CCOC1. Product: CCCSc1ncc(CO)n1Cc1ccccc1Cl. Reaction SMILES: [C:1]([OH:2])(=[O:3])[CH2:4][c:5]1[cH:6][n:7][c:8]([S:18][CH2:19][CH2:20][CH3:21])[n:9]1[CH2:10][c:11]1[c:12]([Cl:17])[cH:13][cH:14][cH:15][cH:16]1.[CH3:28][c:29]1[cH:30][cH:31][cH:32][cH:33][cH:34]1.[H-:22].[O:23]1[CH2:24][CH2:25][CH2:26][CH2:27]1>>[CH2:4]([c:5]1[cH:6][n:7][c:8]([S:18][CH2:19][CH2:20][CH3:21])[n:9]1[CH2:10][c:11]1[c:12]([Cl:17])[cH:13][cH:14][cH:15][cH:16]1)[OH:23]. The reactants are OC1=C2C(=C(C(=C3C=CC4=CC=CC(=C1)C4=C32)S(=O)(=O)[O-])S(=O)(=O)[O-])S(=O)(=O)[O-].[Na+].[Na+].[Na+] (trisodium hydroxypyrenetrisulfonate), C(C)(=O)OC(C)=O (acetic anhydride), C(C)(=O)[O-].[Na+] (sodium acetate). Run in CN(C=O)C (dimethylformamide). Product: [Na+].[Na+].[Na+].C(C)(=O)OC1=C2C(=C(C(=C3C=CC4=CC=CC(=C1)C4=C32)S(=O)(=O)[O-])S(=O)(=O)[O-])S(=O)(=O)[O-] (Acetoxy-pyrenetrisulfonic Acid Trisodium Salt). RXN SMILES: [OH:1][C:2]1[CH:15]=[C:14]2[C:16]3=[C:17]4[C:3]=1[C:4]([S:26]([O-:29])(=[O:28])=[O:27])=[C:5]([S:22]([O-:25])(=[O:24])=[O:23])[C:6]([S:18]([O-:21])(=[O:20])=[O:19])=[C:7]4[CH:8]=[CH:9][C:10]3=[CH:11][CH:12]=[CH:13]2.[Na+:30].[Na+].[Na+].[C:33](OC(=O)C)(=[O:35])[CH3:34].C([O-])(=O)C.[Na+]>CN(C)C=O>[Na+:30].[Na+:30].[Na+:30].[C:33]([O:1][C:2]1[CH:15]=[C:14]2[C:16]3=[C:17]4[C:3]=1[C:4]([S:26]([O-:29])(=[O:28])=[O:27])=[C:5]([S:22]([O-:25])(=[O:23])=[O:24])[C:6]([S:18]([O-:21])(=[O:20])=[O:19])=[C:7]4[CH:8]=[CH:9][C:10]3=[CH:11][CH:12]=[CH:13]2)(=[O:35])[CH3:34] |f:0.1.2.3,5.6,8.9.10.11|. Reported procedure: 10 grams of trisodium hydroxypyrenetrisulfonate, 50 mls of acetic anhydride and 1.6 grams of sodium acetate are added to 200 mls of dimethylformamide in a 500 ml flask. The flask is equipped with a condenser having a drying tube and a stirring bar. The contents of the flask are stirred at 50° to 70° C. for one to two hours. The reaction mixture is filtered and the filtrate collected. The filtrate is vacuum evaporated to yield a crude solid product. This crude solid product is extracted into boil... Starting materials: CN(C)C=O (DMF), ClC=1C=C(C=C(C1)Cl)OC (3,5-Dichloroanisol), [Mg] (magnesium), C(C)Br (EtBr). Solvent: C1CCOC1 (THF). Conditions: temperature 60 celsius, time 8 hour. Product: COC=1C=C(C=O)C=C(C1)Cl (3-Methoxy-5-chlorobenzaldehyde). As a reaction SMILES: Cl[C:2]1[CH:3]=[C:4]([O:9][CH3:10])[CH:5]=[C:6]([Cl:8])[CH:7]=1.[Mg].C(Br)C.CN([CH:18]=[O:19])C>C1COCC1>[CH3:10][O:9][C:4]1[CH:3]=[C:2]([CH:7]=[C:6]([Cl:8])[CH:5]=1)[CH:18]=[O:19]. Procedure: 3,5-Dichloroanisol (1.1 g; 6.8 mmol) was added in portions to magnesium chips (0.20 g; 8.2 mmol) in THF (dry, 20 mL). After the first addition, EtBr (0.1 mL) was added to start the reaction. After total addition the reaction mixture was stirred at 60° C. overnight, whereafter the mixture was cooled to 0° C., and DMF was added. After stirring for 1 hour, the mixture was poured onto HCl/aq, concentrated, and extracted with ether (3×50 mL). The combined organic phase was washed with water, dried (N... Reactants: P(=O)([O-])([O-])[O-].[K+].[K+].[K+] (potassium phosphate), B(C1=CC=NC=C1)(O)O (pyridyl-4-boronic acid), BrC=1C=NC2=CC=CC=C2C1 (3-Bromo quinoline). The reagents and catalysts are C=1C=CC(=CC1)[P](C=2C=CC=CC2)(C=3C=CC=CC3)[Pd]([P](C=4C=CC=CC4)(C=5C=CC=CC5)C=6C=CC=CC6)([P](C=7C=CC=CC7)(C=8C=CC=CC8)C=9C=CC=CC9)[P](C=1C=CC=CC1)(C=1C=CC=CC1)C=1C=CC=CC1 (Pd(PPh3)4). The solvent is O (water), CN(C)C=O.O (DMF water). Run at temperature 80 celsius. The product is N1=CC=C(C=C1)C=1C=NC2=CC=CC=C2C1 (3-(pyridin-4-yl)quinoline). Isolated yield 65.7%. Reaction SMILES: Br[C:2]1[CH:3]=[N:4][C:5]2[C:10]([CH:11]=1)=[CH:9][CH:8]=[CH:7][CH:6]=2.P([O-])([O-])([O-])=O.[K+].[K+].[K+].B(O)(O)[C:21]1[CH:26]=[CH:25][N:24]=[CH:23][CH:22]=1>CN(C=O)C.O.O.C1C=CC([P]([Pd]([P](C2C=CC=CC=2)(C2C=CC=CC=2)C2C=CC=CC=2)([P](C2C=CC=CC=2)(C2C=CC=CC=2)C2C=CC=CC=2)[P](C2C=CC=CC=2)(C2C=CC=CC=2)C2C=CC=CC=2)(C2C=CC=CC=2)C2C=CC=CC=2)=CC=1>[N:24]1[CH:25]=[CH:26][C:21]([C:2]2[CH:3]=[N:4][C:5]3[C:10]([CH:11]=2)=[CH:9][CH:8]=[CH:7][CH:6]=3)=[CH:22][CH:23]=1 |f:1.2.3.4,6.7,^1:39,41,60,79|. Procedure: 3-Bromo quinoline (0.2 g, 0.00096 mol) was dissolved in DMF:water (3:1, 4 mL). To this was added potassium phosphate (0.611 g, 0.00288 mol) and pyridyl-4-boronic acid (0.141 g, 0.00115 mol) at RT. The reaction mixture was degassed for 5 min, and to this was added Pd(PPh3)4 (0.055 g, 0.000048 mol). The reaction mixture was heated by microwave at 80° C. for 1.5 h. After completion of reaction (monitored by TLC), the mixture was diluted with water (20 mL) and extracted with EtOAc (3×50 mL). The org... Reactants: C(C)[C@](N(C(C)=O)N1C(N(CC1)CCC1=NC=2NCCCC2C=C1)=O)(CC(=O)O)C=1C=NC=CC1 (Ethyl 2-oxo-3-[2-(5,6,7,8-tetrahydro-[1,8]naphthyridin-2-yl)ethyl]imidazolidin-1-yl-acety1-3(S)-pyridin-3-yl-β-alanine), [OH-].[Na+] (NaOH), C(C)O (ethanol). Reaction conditions: time 1 hour. The product is CCOC(=O)C.CCO.[NH4+].[OH-].O (EtOAc EtOH NH4OH H2O), O=C1N(CCN1CCC1=NC=2NCCCC2C=C1)N([C@@H](CC(=O)O)C=1C=NC=CC1)C(C)=O (2-Oxo-3-[2-(5,6,7,8-tetrahydro-[1,8]naphthyridin-2-yl}ethyl]-imidazolidin-1-yl-acetyl-3-(S)-pyridin-3-yl-β-alanine). RXN SMILES: C([C@@:3]([C:30]1[CH:31]=[N:32][CH:33]=[CH:34][CH:35]=1)([CH2:26][C:27]([OH:29])=[O:28])[N:4]([N:8]1[CH2:12][CH2:11][N:10]([CH2:13][CH2:14][C:15]2[CH:24]=[CH:23][C:22]3[CH2:21][CH2:20][CH2:19][NH:18][C:17]=3[N:16]=2)[C:9]1=[O:25])[C:5](=[O:7])[CH3:6])C.[OH-:36].[Na+].[CH2:38]([OH:40])[CH3:39]>>[CH3:38][CH2:39][O:29][C:27]([CH3:26])=[O:28].[CH3:6][CH2:5][OH:7].[NH4+:4].[OH-:40].[OH2:36].[O:25]=[C:9]1[N:10]([CH2:13][CH2:14][C:15]2[CH:24]=[CH:23][C:22]3[CH2:21][CH2:20][CH2:19][NH:18][C:17]=3[N:16]=2)[CH2:11][CH2:12][N:8]1[N:4]([C:5](=[O:7])[CH3:6])[C@H:3]([C:30]1[CH:31]=[N:32][CH:33]=[CH:34][CH:35]=1)[CH2:26][C:27]([OH:29])=[O:28] |f:1.2,4.5.6.7.8|. Procedure details: A mixture of 6-11 (160 mg, 0.33 mmol), 1N NaOH (500 μL), and ethanol (1 mL) was stirred at ambient temperature for 1 hr, followed by concentration. Flash chromatography (silica, 25:10:1:1 to 15:10:1:1 EtOAc/EtOH/NH4OH/H2O) gave 6-12 as a white solid. Reactants: [Cl-].[NH4+] (ammonium chloride), [Si](C1=CC=CC=C1)(C1=CC=CC=C1)(C(C)(C)C)OC(/C=C/C1=CC=CC(=N1)C=O)CCCCCCCC (6-[(1E)-(3RS)-3-tert-butyldiphenylsilyloxy-1-undecenyl]-pyridine-2-carbaldehyde), O1CCCC1 (tetrahydrofuran), C(C)(=O)OCC (ethyl acetate). Run at temperature -80 celsius, time 2 hour. The product is OC(CCCCO)C1=NC(=CC=C1)\C=C\C(CCCCCCCC)O ((5RS)-5-Hydroxy-5-{6-[(1E)-(3RS)-3-hydroxy-1-undecenyl]-2-pyridyl}-pentan-1-ol). RXN SMILES: [Si]([O:18][CH:19]([CH2:30][CH2:31][CH2:32][CH2:33][CH2:34][CH2:35][CH2:36][CH3:37])/[CH:20]=[CH:21]/[C:22]1[N:27]=[C:26]([CH:28]=[O:29])[CH:25]=[CH:24][CH:23]=1)(C(C)(C)C)(C1C=CC=CC=1)C1C=CC=CC=1.[Cl-].[NH4+].C(OCC)(=O)C.[O:46]1[CH2:50][CH2:49][CH2:48][CH2:47]1>>[OH:29][CH:28]([C:26]1[CH:25]=[CH:24][CH:23]=[C:22](/[CH:21]=[CH:20]/[CH:19]([OH:18])[CH2:30][CH2:31][CH2:32][CH2:33][CH2:34][CH2:35][CH2:36][CH3:37])[N:27]=1)[CH2:50][CH2:49][CH2:48][CH2:47][OH:46] |f:1.2|. Procedure details: 5.1 ml of a Grignard solution (produced from 385 mg of magnesium and 1.76 g of 4-chloro-1-tert-butyldimethylsilyloxybutane in tetrahydrofuran) is instilled at -80° C. in a solution of 370 mg of 6-[(1E)-(3RS)-3-tert-butyldiphenylsilyloxy-1-undecenyl]-pyridine-2-carbaldehyde in 3 ml of tetrahydrofuran. After 2 hours of stirring at -80° C., the reaction mixture is poured into 10 ml of saturated ammonium chloride solution, shaken out with ethyl acetate, the organic phase is dried and concentrated by...